This data is from the Open Reaction Database (ORD), a public repository of structured organic reaction records. The task is: describe an organic reaction: reactants, conditions, products, and yield Starting materials: NC1=C(C2=C(N(C(N2)=O)C2=C(C=C(C=C2)I)F)C(=C1F)F)O (5-amino-6,7-difluoro-1-(2-fluoro-4-iodo-phenyl)-4-hydroxy-1,3-dihydro-benzoimidazol-2-one), C1(=CC=C(C=C1)S(=O)(=O)O)C (p-toluene sulfonic acid), C(C)(=O)OCC (ethyl acetate). Solvent: CCCCCC (hexane), C(OCC)(OCC)OCC (triethyl orthoformate). Reaction conditions: temperature 120 celsius. Product: FC1=C(C2=C(C3=C1N=CO3)NC(N2C2=C(C=C(C=C2)I)F)=O)F (4,5-Difluoro-6-(2-fluoro-4-iodo-phenyl)-6,8-dihydro-imidazo[4′,5′:3,4]benzo[1,2-d]oxazol-7-one). Yield: 535.3%. As a reaction SMILES: [NH2:1][C:2]1[C:19]([F:20])=[C:18]([F:21])[C:5]2[N:6]([C:10]3[CH:15]=[CH:14][C:13]([I:16])=[CH:12][C:11]=3[F:17])[C:7](=[O:9])[NH:8][C:4]=2[C:3]=1[OH:22].[C:23]1(C)C=CC(S(O)(=O)=O)=CC=1.C(OCC)(=O)C>C(OCC)(OCC)OCC.CCCCCC>[F:20][C:19]1[C:2]2[N:1]=[CH:23][O:22][C:3]=2[C:4]2[NH:8][C:7](=[O:9])[N:6]([C:10]3[CH:15]=[CH:14][C:13]([I:16])=[CH:12][C:11]=3[F:17])[C:5]=2[C:18]=1[F:21]. Procedure details: A mixture of 5-amino-6,7-difluoro-1-(2-fluoro-4-iodo-phenyl)-4-hydroxy-1,3-dihydro-benzoimidazol-2-one (I-13a: 550 mg, 1.3 mmol) in triethyl orthoformate (5 mL) and p-toluene sulfonic acid (20 mg, 0.13 mmol) were taken in a flask and the flask was heated to reflux at 120° C. for 30 minutes. The reaction was monitored by TLC (70% ethyl acetate in hexane). The reaction mixture was concentrated under reduced pressure and the concentrate was triturated with diethyl ether and filtered. The residue wa... Reactants: CC(=O)O, CCC=CCC=CCC=CCCCCCCCC(=O)NCCCCNC(=O)C=CC=Cc1ccc(OCOCCOC)c(OC)c1, NCCCCN, C1COCCO1, C1CCOC1, O. Yields the product CCC=CCC=CCC=CCCCCCCCC(=O)NCCCCNC(=O)C=CC=Cc1ccc(O)c(OC)c1. As a reaction SMILES: [C:54]([OH:55])(=[O:56])[CH3:57].[CH3:7][O:8][c:9]1[cH:10][c:11]([CH:22]=[CH:23][CH:24]=[CH:25][C:26](=[O:27])[NH:28][CH2:29][CH2:30][CH2:31][CH2:32][NH:33][C:34]([CH2:35][CH2:36][CH2:37][CH2:38][CH2:39][CH2:40][CH2:41][CH:42]=[CH:43][CH2:44][CH:45]=[CH:46][CH2:47][CH:48]=[CH:49][CH2:50][CH3:51])=[O:52])[cH:12][cH:13][c:14]1[O:15][CH2:16][O:17][CH2:18][CH2:19][O:20][CH3:21].[NH2:1][CH2:2][CH2:3][CH2:4][CH2:5][NH2:6].[O:58]1[CH2:59][CH2:60][O:61][CH2:62][CH2:63]1.[O:64]1[CH2:65][CH2:66][CH2:67][CH2:68]1.[OH2:53]>>[CH3:7][O:8][c:9]1[cH:10][c:11]([CH:22]=[CH:23][CH:24]=[CH:25][C:26](=[O:27])[NH:28][CH2:29][CH2:30][CH2:31][CH2:32][NH:33][C:34]([CH2:35][CH2:36][CH2:37][CH2:38][CH2:39][CH2:40][CH2:41][CH:42]=[CH:43][CH2:44][CH:45]=[CH:46][CH2:47][CH:48]=[CH:49][CH2:50][CH3:51])=[O:52])[cH:12][cH:13][c:14]1[OH:15]. Reactants: 134, FC1=CC=C(C=C1)O (4-fluorophenol), CC1=CC=C(C=C1)S(=O)(=O)O (4-methylbenzenesulfonic acid), C1=CC=CC=C1 (benzene), CC(C=C)=O (3-butene-2-one). Solvent: O(CC)CC (1,1'-oxybisethane). Conditions: time 4 day. The product is 43.4, FC1=CC=C(OCCC(C)=O)C=C1 (4-(4-fluorophenoxy)-2-butanone). The yield is 39.7%. RXN SMILES: [F:1][C:2]1[CH:7]=[CH:6][C:5]([OH:8])=[CH:4][CH:3]=1.CC1C=CC(S(O)(=O)=O)=CC=1.C1C=CC=CC=1.[CH3:26][C:27](=[O:30])[CH:28]=[CH2:29]>O(CC)CC>[F:1][C:2]1[CH:7]=[CH:6][C:5]([O:8][CH2:29][CH2:28][C:27](=[O:30])[CH3:26])=[CH:4][CH:3]=1. Reported procedure: To a stirred solution of 134 parts of 4-fluorophenol and 2 parts of 4-methylbenzenesulfonic acid in 1080 parts of benzene were added 42 parts of 3-butene-2-one. Stirring was continued for 4 days at room temperature. 700 Parts of 1,1'-oxybisethane were added and the whole was washed four times with 500 parts of a cold sodium hydroxide solution 1N and with water. The organic phase was dried, filtered and evaporated. The oily residue was purified by column-chromatography over silica gel using trich... Reactants: ClCC(=O)NC1=C(C(=O)C2=CC=CC=C2)C=C(C=C1)Cl (2-chloroacetamido-5-chlorobenzophenone), C1N2CN3CN1CN(C2)C3 (hexamethylenetetramine). The solvent is C(C)O (ethanol). Yields the product ClC=1C=CC2=C(C(=NCC(N2)=O)C2=CC=CC=C2)C1 (7-chloro-1,3-dihydro-5-phenyl-2H-1,4-benzodiazepin-2-one). As a reaction SMILES: Cl[CH2:2][C:3]([NH:5][C:6]1[CH:19]=[CH:18][C:17]([Cl:20])=[CH:16][C:7]=1[C:8]([C:10]1[CH:15]=[CH:14][CH:13]=[CH:12][CH:11]=1)=O)=[O:4].C1N2CN3CN(C2)C[N:22]1C3>C(O)C>[Cl:20][C:17]1[CH:18]=[CH:19][C:6]2[NH:5][C:3](=[O:4])[CH2:2][N:22]=[C:8]([C:10]3[CH:15]=[CH:14][CH:13]=[CH:12][CH:11]=3)[C:7]=2[CH:16]=1. Reported procedure: To 1350 ml. of ethanol there was added 90 gm. of 2-chloroacetamido-5-chlorobenzophenone and 92.5 gm. of hexamethylenetetramine. Ammonia was bubbled through the resultant medium under a pressure. The resultant medium was heated to reflux. The resultant reaction medium was evaporated in vacuum to dryness. It was triturated then with 250 ml. of hot water twice on a steam bath. The aqueous phase was removed by decantation. The crystalline residue was heated for 30 minutes in 250 ml. of toluene on a ...